Dataset: the Open Reaction Database (ORD), a public repository of structured organic reaction records. Task: describe an organic reaction: reactants, conditions, products, and yield The reactants are C(C)(C)(C)OC(=O)NC(C1=CC(=CC=C1)[N+](=O)[O-])C (N-t-butyloxycarbonyl-3-nitro-α-methylbenzylamine), O.O.[Sn](Cl)Cl (tin(II) chloride dihydrate). Run in CN(C=O)C (dimethylformamide). Run at time 48 hour. Product: C(C)(C)(C)OC(=O)NC(C1=CC(=CC=C1)N)C (N-t-Butyloxycarbonyl-3-Amino-α-Methylbenzylamine). RXN SMILES: [C:1]([O:5][C:6]([NH:8][CH:9]([CH3:19])[C:10]1[CH:15]=[CH:14][CH:13]=[C:12]([N+:16]([O-])=O)[CH:11]=1)=[O:7])([CH3:4])([CH3:3])[CH3:2].O.O.[Sn](Cl)Cl>CN(C)C=O>[C:1]([O:5][C:6]([NH:8][CH:9]([CH3:19])[C:10]1[CH:15]=[CH:14][CH:13]=[C:12]([NH2:16])[CH:11]=1)=[O:7])([CH3:4])([CH3:2])[CH3:3] |f:1.2.3|. Procedure details: To a solution of the N-t-butyloxycarbonyl-3-nitro-α-methylbenzylamine (1.79 g, 6.74 mmol) in dimethylformamide (50 1 mL) was added tin(II) chloride dihydrate (9.12 g, 40.4 mmol) and the reaction was stirred at room temperature for 48 hours. The dimethylformamide was removed under vacuum, residue resuspended in dichloromethane (100 ml), washed with brine (100 mL), filtered through a celite pad, and solvent removed to provide the crude aniline.